From a dataset of the Open Reaction Database (ORD), a public repository of structured organic reaction records. describe an organic reaction: reactants, conditions, products, and yield Starting materials: Cl, Cc1cccc(-c2cccc3c2OC(CN=[N+]=[N-])C3)c1. The product is Cc1cccc(-c2cccc3c2OC(CN)C3)c1. Reaction SMILES: [ClH:21].[N:1](=[N+:2]=[N-:3])[CH2:4][CH:5]1[O:6][c:7]2[c:8]([cH:10][cH:11][cH:12][c:13]2-[c:14]2[cH:15][c:16]([CH3:20])[cH:17][cH:18][cH:19]2)[CH2:9]1>>[NH2:1][CH2:4][CH:5]1[O:6][c:7]2[c:8]([cH:10][cH:11][cH:12][c:13]2-[c:14]2[cH:15][c:16]([CH3:20])[cH:17][cH:18][cH:19]2)[CH2:9]1.